This data is from the Open Reaction Database (ORD), a public repository of structured organic reaction records. The task is: describe an organic reaction: reactants, conditions, products, and yield Starting materials: C(C1=CC=CC=C1)OC1=C(C=C2C(=CC=NC2=C1)OC1=CC(=C(C=C1)N)F)C#N (7-benzyloxy-6-cyano-4-(3-fluoro-4-aminophenoxy)quinoline), C1(=CC=CC=C1)C (toluene), C1(=CC=CC=C1)N=C=O (phenyl isocyanate). Solvent: C(C)#N (acetonitrile). Yields the product C(C1=CC=CC=C1)OC1=C(C=C2C(=CC=NC2=C1)OC1=CC(=C(C=C1)NC(=O)NC1=CC=CC=C1)F)C#N (1-(4-[7-Benzyloxy-6-cyano-4-quinolyloxy]-2-fluorophenyl)-3-phenylurea). Reaction SMILES: [CH2:1]([O:8][C:9]1[CH:18]=[C:17]2[C:12]([C:13]([O:19][C:20]3[CH:25]=[CH:24][C:23]([NH2:26])=[C:22]([F:27])[CH:21]=3)=[CH:14][CH:15]=[N:16]2)=[CH:11][C:10]=1[C:28]#[N:29])[C:2]1[CH:7]=[CH:6][CH:5]=[CH:4][CH:3]=1.C1(C)C=CC=CC=1.[C:37]1([N:43]=[C:44]=[O:45])[CH:42]=[CH:41][CH:40]=[CH:39][CH:38]=1>C(#N)C>[CH2:1]([O:8][C:9]1[CH:18]=[C:17]2[C:12]([C:13]([O:19][C:20]3[CH:25]=[CH:24][C:23]([NH:26][C:44]([NH:43][C:37]4[CH:42]=[CH:41][CH:40]=[CH:39][CH:38]=4)=[O:45])=[C:22]([F:27])[CH:21]=3)=[CH:14][CH:15]=[N:16]2)=[CH:11][C:10]=1[C:28]#[N:29])[C:2]1[CH:7]=[CH:6][CH:5]=[CH:4][CH:3]=1. Reported procedure: After adding 1.90 g of the 7-benzyloxy-6-cyano-4-(3-fluoro-4-aminophenoxy)quinoline obtained in Production Example 8 to 60 ml of toluene and 30 ml of acetonitrile, the mixture was heated to reflux. Next, 0.76 ml of phenyl isocyanate was added and the mixture was further heated to reflux for 1 hour. After cooling, the precipitated solid was filtered out and dried under reduced pressure to obtain 1.65 g of the title compound.